describe an organic reaction: reactants, conditions, products, and yield From a dataset of the Open Reaction Database (ORD), a public repository of structured organic reaction records. Reactants: CC(C=O)(C)C (trimethylacetaldehyde), solution, C(C)(C)(C)[Li] (t-butyllithium), hexanes. Product: C(C)(C)(C)C(O)C(C)(C)C (Di-t-butylmethanol). As a reaction SMILES: [CH3:1][C:2]([CH3:6])([CH3:5])[CH:3]=[O:4].[C:7]([Li])([CH3:10])([CH3:9])[CH3:8]>O1CCCC1>[C:2]([CH:3]([C:7]([CH3:10])([CH3:9])[CH3:8])[OH:4])([CH3:6])([CH3:5])[CH3:1]. Procedure details: To a solution of trimethylacetaldehyde (5.12 g, 59.4 mmol) in anhydrous tetrahydrofuran (15 ml) at -78° C. under an argon atmosphere is added 40.9 ml of a solution of t-butyllithium in hexanes (1.6M, 65.4 mmol). The mixture is allowed to warm from -78° to room temperature over 2 hours. The reaction is quenched with 25 ml of 1M hyrochloric acic and the resulting mixture extracted with two 25 ml portions of ether. The combined ethereal extracts were washed with saturated sodium bicarbonate solutio... Solvent: O1CCCC1 (tetrahydrofuran). Starting materials: CCCCCCCNS(=O)(=O)CCCC=CCCC1Cc2cc(O)ccc2C2CCC3(C)C(O)CCC3C12, CCOC(C)=O. Yields the product CCCCCCCNS(=O)(=O)CCCCCCCC1Cc2cc(O)ccc2C2CCC3(C)C(O)CCC3C12. Reaction SMILES: [CH2:1]([CH2:2][CH2:3][CH2:4][CH2:5][CH2:6][CH3:7])[NH:8][S:9](=[O:10])(=[O:11])[CH2:12][CH2:13][CH2:14][CH:15]=[CH:16][CH2:17][CH2:18][CH:19]1[CH:20]2[CH:21]3[CH2:22][CH2:23][CH:24]([OH:38])[C:25]3([CH3:26])[CH2:27][CH2:28][CH:29]2[c:30]2[cH:31][cH:32][c:33]([OH:37])[cH:34][c:35]2[CH2:36]1.[CH3:39][CH2:40][O:41][C:42](=[O:43])[CH3:44]>>[CH2:1]([CH2:2][CH2:3][CH2:4][CH2:5][CH2:6][CH3:7])[NH:8][S:9](=[O:10])(=[O:11])[CH2:12][CH2:13][CH2:14][CH2:15][CH2:16][CH2:17][CH2:18][CH:19]1[CH:20]2[CH:21]3[CH2:22][CH2:23][CH:24]([OH:38])[C:25]3([CH3:26])[CH2:27][CH2:28][CH:29]2[c:30]2[cH:31][cH:32][c:33]([OH:37])[cH:34][c:35]2[CH2:36]1. Reactants: ClC1=CNC2=CC=CC(=C12)CCC(=O)C1=C(C=CC=C1)OCC(CNC(C)(C)C)O (3-(3-chloro-1H-indol-4-yl)-1-[2-[3-(1,1-dimethylethylamino)-2-hydroxypropoxy]-phenyl]-1-propanone), Cl (hydrochloric acid), C(C)O (ethanol), [OH-].[Na+] (sodium hydroxide). Run in O (water). Conditions: time 17 hour. Product: CC(C)(C)NCC(COC1=C(C=CC=C1)C(CCC1=C2CC(NC2=CC=C1)=O)=O)O (1,3-dihydro-4-[3-[2-[3-(1,1-dimethylethylamino)-2-hydroxypropoxy]-phenyl]-3-oxopropyl]-2H-indol-2-one). Reaction SMILES: Cl[C:2]1[C:10]2[C:5](=[CH:6][CH:7]=[CH:8][C:9]=2[CH2:11][CH2:12][C:13]([C:15]2[CH:20]=[CH:19][CH:18]=[CH:17][C:16]=2[O:21][CH2:22][CH:23]([OH:30])[CH2:24][NH:25][C:26]([CH3:29])([CH3:28])[CH3:27])=[O:14])[NH:4][CH:3]=1.Cl.C([OH:34])C.[OH-].[Na+]>O>[CH3:27][C:26]([NH:25][CH2:24][CH:23]([OH:30])[CH2:22][O:21][C:16]1[CH:17]=[CH:18][CH:19]=[CH:20][C:15]=1[C:13](=[O:14])[CH2:12][CH2:11][C:9]1[CH:8]=[CH:7][CH:6]=[C:5]2[C:10]=1[CH2:2][C:3](=[O:34])[NH:4]2)([CH3:29])[CH3:28] |f:3.4|. Procedure details: A mixture of 6.37 g of the product of Step A, 192 ml of N hydrochloric acid and 192 ml of ethanol was stirred for 17 hours at room temperature and was then diluted with water. The mixture was made alkaline by addition of sodium hydroxide and was extracted with ethyl acetate. The organic phase was washed with water, dried and evaporated to dryness under reduced pressure. The residue was chromatographed over silica and eluted with a 6-3-1 chloroform-acetone-triethylamine mixture to obtain 2.32 g o...